Dataset: the Open Reaction Database (ORD), a public repository of structured organic reaction records. Task: describe an organic reaction: reactants, conditions, products, and yield Reactants: C(C1=CC=CC=C1)OC1=C(C=2CCC(CC2C=C1)N=[N+]=[N-])C(=O)N (2-benzyloxy-6-azido-5,6,7,8-tetrahydro-1-naphthalenecarboxamide), C(#N)[BH3-].[Na+] (sodium cyanoborohydride), C(CC)=O (propionaldehyde), O.NN (hydrazine hydrate), C(C1=CC=CC=C1)OC1=C(C=2CCC(CC2C=C1)N)C(=O)N (2-benzyloxy-6-amino-5,6,7,8-tetrahydro-1-naphthalenecarboxamide), C(Cl)(Cl)Cl.CO.CC(=O)C.[OH-].[NH4+] (chloroform methanol acetone ammonium hydroxide). Reagents/catalysts: [Ni] (Raney nickel). Run in C1CCOC1.C(C)O (THF ethanol). Run at temperature 0 celsius. Product: Cl.C(C1=CC=CC=C1)OC1=C(C=2CCC(CC2C=C1)N(CCC)CCC)C(=O)N (2-benzyloxy-6-di-n-propylamino-5,6,7,8-tetrahydro-1-naphthalenecarboxamide hydrochloride). RXN SMILES: [CH2:1]([O:8][C:9]1[CH:18]=[CH:17][C:16]2[CH2:15][CH:14]([N:19]=[N+]=[N-])[CH2:13][CH2:12][C:11]=2[C:10]=1[C:22]([NH2:24])=[O:23])[C:2]1[CH:7]=[CH:6][CH:5]=[CH:4][CH:3]=1.O.NN.[CH2:28](OC1C=CC2CC(N)CCC=2C=1C(N)=O)[C:29]1C=CC=C[CH:30]=1.[CH:50](=O)[CH2:51][CH3:52].C([BH3-])#N.[Na+].C(Cl)(Cl)[Cl:59].CO.CC(C)=O.[OH-].[NH4+]>C1COCC1.C(O)C.[Ni]>[ClH:59].[CH2:1]([O:8][C:9]1[CH:18]=[CH:17][C:16]2[CH2:15][CH:14]([N:19]([CH2:50][CH2:51][CH3:52])[CH2:28][CH2:29][CH3:30])[CH2:13][CH2:12][C:11]=2[C:10]=1[C:22]([NH2:24])=[O:23])[C:2]1[CH:7]=[CH:6][CH:5]=[CH:4][CH:3]=1 |f:1.2,5.6,7.8.9.10.11,12.13,15.16|. Procedure: Alternatively, 0.5 g. of dl-2-benzyloxy-6-azido-5,6,7,8-tetrahydro-1-naphthalenecarboxamide were dissolved in 100 ml. of a 1:1 THF/ethanol solvent mixture. About 1 g. of Raney nickel were added and the mixture stirred at about 0° C. while 5 ml. of hydrazine hydrate were added thereto in dropwise fashion. After the addition had been completed, the reaction mixture was stirred for 4 hours at ambient temperature after which time it was filtered. The solvent was removed from the filtrate leaving a y... Reaction SMILES: [C:1]([O:5][C:6](=[O:45])[NH:7][C:8]1[CH:13]=[CH:12][CH:11]=[C:10]([C:14]2[N:18]=[C:17]([C:19]3[S:23][C:22]([NH:24]C(C4C=CC=CC=4)(C4C=CC=CC=4)C4C=CC=CC=4)=[N:21][C:20]=3[NH2:44])[O:16][N:15]=2)[CH:9]=1)([CH3:4])([CH3:3])[CH3:2]>C(O)=O.C(OCC)C>[C:1]([O:5][C:6](=[O:45])[NH:7][C:8]1[CH:13]=[CH:12][CH:11]=[C:10]([C:14]2[N:18]=[C:17]([C:19]3[S:23][C:22]([NH2:24])=[N:21][C:20]=3[NH2:44])[O:16][N:15]=2)[CH:9]=1)([CH3:4])([CH3:2])[CH3:3] |f:1.2|. Run in C(=O)O.C(C)OCC (formic acid diethyl ether). The yield is 52.4%. The product is C(C)(C)(C)OC(NC1=CC(=CC=C1)C1=NOC(=N1)C1=C(N=C(S1)N)N)=O ({3-[5-(2,4-Diaminothiazol-5-yl)-[1,2,4]oxadiazol-3-yl]-phenyl}-carbamic acid tert-butyl ester). Procedure: A solution of 1.3 mmol of (3-{5-[4-amino-2-(trityl-amino)-thiazol-5-yl]-[1,2,4]oxadiazol-3-yl}-phenyl)-carbamic acid tert-butyl ester, prepared as described in Example B(1), dissolved in 8 ml of 1:1 formic acid/diethyl ether was stirred at room temperature until the starting material had been consumed by TLC (typically 5 h). The resulting light yellow solution was stripped of all solvent in vacuo, heated gently under high vacuum to remove residual formic acid, and then recrystallized from methyl... Starting materials: C(C)(C)(C)OC(NC1=CC(=CC=C1)C1=NOC(=N1)C1=C(N=C(S1)NC(C1=CC=CC=C1)(C1=CC=CC=C1)C1=CC=CC=C1)N)=O ((3-{5-[4-amino-2-(trityl-amino)-thiazol-5-yl]-[1,2,4]oxadiazol-3-yl}-phenyl)-carbamic acid tert-butyl ester). Reactants: C(C)N(SCl)CC (N,N-diethylaminosulfenyl chloride), F (hydrogen fluoride), C(Cl)Cl (methylene chloride), CN=C=O (methylisocyanate). Run in C(C)N(CC)CC (Triethylamine). Conditions: time 1 hour. Product: C(C)N(SNC(=O)F)CC (diethylamino-sulfenyl carbamoyl fluoride). Isolated yield 62.9%. Reaction SMILES: [FH:1].C(Cl)Cl.C[N:6]=[C:7]=[O:8].[CH2:9]([N:11]([CH2:14][CH3:15])[S:12]Cl)[CH3:10]>C(N(CC)CC)C>[CH2:9]([N:11]([CH2:14][CH3:15])[S:12][NH:6][C:7]([F:1])=[O:8])[CH3:10]. Procedure: Anhydrous hydrogen fluoride (3.0 g, 0.15 mole) was added to 150 ml of methylene chloride at -10° C. Then 8.6 g of methylisocyanate was added, followed by 20.9 g (0.15 mole) of N,N-diethylaminosulfenyl chloride at 0° C. Triethylamine (15.2 g) was then added at 0° C. over a 15-minute period, and the mixture was stirred at +5° C. for 1 hour. The mixture was then extracted with water (100 ml), saturated sodium bicarbonate solution, and water again. After drying (MgSO4), the solvent was removed in va... Reactants: ClC=1C=CC(=C(C1)N1C(N(CC1)C)=O)C(=O)N1CCN(CC1)C1=NC=C(C=C1C)C (1-{5-chloro-2-[4-(3,5-dimethylpyridin-2-yl)piperazine-1-carbonyl]phenyl}-3-methylimidazolidin-2-one), CC1CCC(N1)=O (5-methylpyrrolidin-2-one). The product is CC=1C(=NC=C(C1)C)N1CCN(CC1)C(=O)C1=C(C=C(C=C1)N1C(CCC1=O)C)N1C(N(CC1)C)=O (1-[2-[4-(3,5-dimethylpyridin-2-yl)piperazine-1-carbonyl]-5-(2-methyl-5-oxopyrrolidin-1-yl)phenyl]-3-methylimidazolidin-2-one). Yield: 12.8%. RXN SMILES: Cl[C:2]1[CH:3]=[CH:4][C:5]([C:15]([N:17]2[CH2:22][CH2:21][N:20]([C:23]3[C:28]([CH3:29])=[CH:27][C:26]([CH3:30])=[CH:25][N:24]=3)[CH2:19][CH2:18]2)=[O:16])=[C:6]([N:8]2[CH2:12][CH2:11][N:10]([CH3:13])[C:9]2=[O:14])[CH:7]=1.[CH3:31][CH:32]1[NH:36][C:35](=[O:37])[CH2:34][CH2:33]1>>[CH3:29][C:28]1[C:23]([N:20]2[CH2:21][CH2:22][N:17]([C:15]([C:5]3[CH:4]=[CH:3][C:2]([N:36]4[C:35](=[O:37])[CH2:34][CH2:33][CH:32]4[CH3:31])=[CH:7][C:6]=3[N:8]3[CH2:12][CH2:11][N:10]([CH3:13])[C:9]3=[O:14])=[O:16])[CH2:18][CH2:19]2)=[N:24][CH:25]=[C:26]([CH3:30])[CH:27]=1. Procedure details: Using 1-{5-chloro-2-[4-(3,5-dimethylpyridin-2-yl)piperazine-1-carbonyl]phenyl}-3-methylimidazolidin-2-one (116 mg) described in Preparation Example 241 and 5-methylpyrrolidin-2-one (40 mg) and by the reaction and treatment in the same manner as in Example 666, the title compound (17 mg) was obtained. Reactants: Cl.C1(=CC=CC=C1)C1=NNC(=C1)C(=O)OC (Methyl 3-phenyl-1H-pyrazole-5-carboxylate Hydrochloride), BrCCNC(OC(C)(C)C)=O (tert-butyl 2-bromoethylcarbamate), BrCCNC(OC(C)(C)C)=O (tert-butyl 2-bromoethylcarbamate), C([O-])([O-])=O.[K+].[K+] (potassium carbonate). The solvent is C(C)#N (acetonitrile). Product: C(C)(C)(C)OC(=O)NCCN1N=C(C=C1C(=O)OC)C1=CC=CC=C1 (Methyl 1-(2-(tert-butoxycarbonylamino)ethyl)-3-phenyl-1H-pyrazole-5-carboxylate). The yield is 86.2%. As a reaction SMILES: Cl.[C:2]1([C:8]2[CH:12]=[C:11]([C:13]([O:15][CH3:16])=[O:14])[NH:10][N:9]=2)[CH:7]=[CH:6][CH:5]=[CH:4][CH:3]=1.Br[CH2:18][CH2:19][NH:20][C:21](=[O:27])[O:22][C:23]([CH3:26])([CH3:25])[CH3:24].C(=O)([O-])[O-].[K+].[K+]>C(#N)C>[C:23]([O:22][C:21]([NH:20][CH2:19][CH2:18][N:10]1[C:11]([C:13]([O:15][CH3:16])=[O:14])=[CH:12][C:8]([C:2]2[CH:3]=[CH:4][CH:5]=[CH:6][CH:7]=2)=[N:9]1)=[O:27])([CH3:26])([CH3:25])[CH3:24] |f:0.1,3.4.5|. Procedure details: The compound prepared in Example 120 (0.500 g), tert-butyl 2-bromoethylcarbamate (0.704 g) and potassium carbonate (1.16 g) were suspended in acetonitrile (20 mL) and heated at reflux overnight. Another 0.5 equivalents of tert-butyl 2-bromoethylcarbamate was added and the reaction mixture heated at reflux overnight again. The reaction mixture was cooled to room temperature and partitioned between saturated aqueous sodium bicarbonate and ethyl acetate. The organics were washed with brine, dried o... The yield is 11.7%. Procedure details: A 25 mL round-bottomed flask was charged with Cu(I)I (0.0108 g, 0.0568 mmol), 1-methylpiperidin-4-amine (0.0973 g, 0.852 mmol), K2CO3 (0.196 g, 1.42 mmol), L-Proline (0.0131 g, 0.114 mmol) and DMSO (2.5 mL). The reaction mixture was stirred for 5 minutes and 2-(4-(1-(4-methoxybenzyl)-3-iodo-1H-pyrazolo[3,4-b]pyridin-4-yloxy)-3-fluorophenylamino)-N-(4-fluorophenyl)nicotinamide (0.200 g, 0.284 mmol) in DMSO (2.5 mL) was added. The reaction mixture was heated to 100° C. for 18 hours. The reaction m... RXN SMILES: [CH3:1][N:2]1[CH2:7][CH2:6][CH:5]([NH2:8])[CH2:4][CH2:3]1.C([O-])([O-])=O.[K+].[K+].N1CCC[C@H]1C(O)=O.[CH3:23][O:24][C:25]1[CH:66]=[CH:65][C:28]([CH2:29][N:30]2[C:34]3=[N:35][CH:36]=[CH:37][C:38]([O:39][C:40]4[CH:45]=[CH:44][C:43]([NH:46][C:47]5[N:62]=[CH:61][CH:60]=[CH:59][C:48]=5[C:49]([NH:51][C:52]5[CH:57]=[CH:56][C:55]([F:58])=[CH:54][CH:53]=5)=[O:50])=[CH:42][C:41]=4[F:63])=[C:33]3[C:32](I)=[N:31]2)=[CH:27][CH:26]=1>CS(C)=O.O.C(Cl)Cl>[CH3:23][O:24][C:25]1[CH:26]=[CH:27][C:28]([CH2:29][N:30]2[C:34]3=[N:35][CH:36]=[CH:37][C:38]([O:39][C:40]4[CH:45]=[CH:44][C:43]([NH:46][C:47]5[N:62]=[CH:61][CH:60]=[CH:59][C:48]=5[C:49]([NH:51][C:52]5[CH:57]=[CH:56][C:55]([F:58])=[CH:54][CH:53]=5)=[O:50])=[CH:42][C:41]=4[F:63])=[C:33]3[C:32]([NH:8][CH:5]3[CH2:6][CH2:7][N:2]([CH3:1])[CH2:3][CH2:4]3)=[N:31]2)=[CH:65][CH:66]=1 |f:1.2.3|. Run at temperature 100 celsius, time 5 minute. Solvent: CS(=O)C (DMSO), O (water), C(Cl)Cl (DCM), CS(=O)C (DMSO). Reactants: COC1=CC=C(CN2N=C(C=3C2=NC=CC3OC3=C(C=C(C=C3)NC3=C(C(=O)NC2=CC=C(C=C2)F)C=CC=N3)F)I)C=C1 (2-(4-(1-(4-methoxybenzyl)-3-iodo-1H-pyrazolo[3,4-b]pyridin-4-yloxy)-3-fluorophenylamino)-N-(4-fluorophenyl)nicotinamide), Cu(I)I, CN1CCC(CC1)N (1-methylpiperidin-4-amine), C(=O)([O-])[O-].[K+].[K+] (K2CO3), N1[C@H](C(=O)O)CCC1 (L-Proline). Product: COC1=CC=C(CN2N=C(C=3C2=NC=CC3OC3=C(C=C(C=C3)NC3=C(C(=O)NC2=CC=C(C=C2)F)C=CC=N3)F)NC3CCN(CC3)C)C=C1 (2-(4-(1-(4-methoxybenzyl)-3-(1-methylpiperidin-4-ylamino)-1H-pyrazolo[3,4-b]pyridin-4-yloxy)-3-fluorophenylamino)-N-(4-fluorophenyl)nicotinamide). Starting materials: OC1=C(C(=O)C2=C(C=C(C(=C2)S(=O)(=O)O)O)O)C=C(C(=C1)O)S(=O)(=O)O (2,2′,4,4′-tetrahydroxy-5,5′-disulfobenzophenone), [Na][Na] (disodium). The product is OC1=C(C(=O)C2=CC=CC=C2)C=CC(=C1)O (2,4-dihydroxybenzophenone). As a reaction SMILES: [OH:1][C:2]1[CH:21]=[C:20]([OH:22])[C:19](S(O)(=O)=O)=[CH:18][C:3]=1[C:4]([C:6]1[CH:11]=[C:10](S(O)(=O)=O)[C:9](O)=[CH:8][C:7]=1O)=[O:5].[Na][Na]>>[OH:1][C:2]1[CH:21]=[C:20]([OH:22])[CH:19]=[CH:18][C:3]=1[C:4]([C:6]1[CH:11]=[CH:10][CH:9]=[CH:8][CH:7]=1)=[O:5]. Procedure details: 2,2′,4,4′-tetrahydroxy-5,5′-disulfobenzophenone, disodium salt;